Dataset: the Open Reaction Database (ORD), a public repository of structured organic reaction records. Task: describe an organic reaction: reactants, conditions, products, and yield The reactants are ClC1=CC(=NC=C1)N (4-chloro-2-pyridylamine), BrN1C(CCC1=O)=O (N-bromosuccinimide), C(Cl)Cl (CH2Cl2), [OH-].[Na+] (NaOH). Solvent: C(Cl)(Cl)Cl (chloroform). Run at time 2 hour. Yields the product BrC=1C(=CC(=NC1)N)Cl (5-bromo-4-chloro-2-pyridylamine). Isolated yield 37.5%. Reaction SMILES: [Cl:1][C:2]1[CH:7]=[CH:6][N:5]=[C:4]([NH2:8])[CH:3]=1.[Br:9]N1C(=O)CCC1=O.C(Cl)Cl.[OH-].[Na+]>C(Cl)(Cl)Cl>[Br:9][C:7]1[C:2]([Cl:1])=[CH:3][C:4]([NH2:8])=[N:5][CH:6]=1 |f:3.4|. Procedure details: To a solution of 4-chloro-2-pyridylamine (6.0 g, 46.7 mmol) in chloroform (180 mL) was added N-bromosuccinimide (8.3 g, 46.7 mmol). The solution was stirred in the dark for 2 hours, at which time it was added to CH2Cl2 (800 mL) and 1N NaOH (100 mL). Upon mixing, the layers were separated and the organic layer was washed with NaCl(sat.) (100 mL), dried over Na2SO4, filtered and concentrated. The crude material was purified by SiO2 chromatography (25-35% EtOAc/hexanes) yielding 3.63 g (38%) of 5-b... Starting materials: OC=1C(=NC=CN1)C(=O)O (3-Hydroxypyrazine-2-carboxylic acid), [Al].[Li] (lithium aluminium), methyl ester, ester. Solvent: O1CCCC1 (tetrahydrofuran). Product: OC=1C(=NC=CN1)CO (3-hydroxy-2-hydroxymethylpyrazine). Reaction SMILES: [OH:1][C:2]1[C:3]([C:8](O)=[O:9])=[N:4][CH:5]=[CH:6][N:7]=1.[Al].[Li]>O1CCCC1>[OH:1][C:2]1[C:3]([CH2:8][OH:9])=[N:4][CH:5]=[CH:6][N:7]=1 |f:1.2,^1:11|. Reported procedure: 3-Hydroxypyrazine-2-carboxylic acid is converted to the methyl ester and the ester is reduced with lithium aluminium hyride in tetrahydrofuran to give 3-hydroxy-2-hydroxymethylpyrazine. Treatment of 3-hydroxy-2-hydroxymethylpyrazine at room temperature with thionyl chloride gives 3-hydroxy-2-chloromethylpyrazine and reacting this intermediate with cysteamine by the procedure of Example 62 gives 2-[(2-aminoethyl)thiomethyl]-3-hydroxypyrazine.